From a dataset of the Open Reaction Database (ORD), a public repository of structured organic reaction records. describe an organic reaction: reactants, conditions, products, and yield Starting materials: ClCCCOc1ccc2[nH]ccc2c1, Fc1ccc2c(C3CCNCC3)noc2c1, [K+], [K+], O=C([O-])[O-], O. Product: Fc1ccc2c(C3CCN(CCCOc4ccc5[nH]ccc5c4)CC3)noc2c1. Reaction SMILES: [Cl:23][CH2:24][CH2:25][CH2:26][O:27][c:28]1[cH:29][c:30]2[cH:31][cH:32][nH:33][c:34]2[cH:35][cH:36]1.[F:1][c:2]1[cH:3][c:4]2[c:5]([c:6]([CH:9]3[CH2:10][CH2:11][NH:12][CH2:13][CH2:14]3)[n:7][o:8]2)[cH:15][cH:16]1.[K+:17].[K+:18].[O-:19][C:20]([O-:21])=[O:22].[OH2:37]>>[F:1][c:2]1[cH:3][c:4]2[c:5]([c:6]([CH:9]3[CH2:10][CH2:11][N:12]([CH2:24][CH2:25][CH2:26][O:27][c:28]4[cH:29][c:30]5[cH:31][cH:32][nH:33][c:34]5[cH:35][cH:36]4)[CH2:13][CH2:14]3)[n:7][o:8]2)[cH:15][cH:16]1. The reactants are ice, C1(=CC=CC=C1)C1C(CCCC1)=NO (2-phenylcyclohexanone oxime), N1=CC=CC=C1 (pyridine), [Cl-] (chloride), C1(=CC=C(C=C1)S(=O)(=O)Cl)C (p-toluenesulfonyl chloride). Solvent: O (water). Conditions: temperature 0 celsius, time 3 hour. The product is C1(=CC=CC=C1)C1CCCCC(N1)=O (7-Phenyl-hexahydroazepin-2-one). RXN SMILES: [C:1]1([CH:7]2[CH2:12][CH2:11][CH2:10][CH2:9][C:8]2=[N:13]O)[CH:6]=[CH:5][CH:4]=[CH:3][CH:2]=1.N1C=CC=CC=1.C1(C)C=CC(S(Cl)(=O)=[O:28])=CC=1.[Cl-]>O>[C:1]1([CH:7]2[NH:13][C:8](=[O:28])[CH2:9][CH2:10][CH2:11][CH2:12]2)[CH:6]=[CH:5][CH:4]=[CH:3][CH:2]=1. Procedure details: To a 250 ml round-bottomed flask equipped with N2 inlet were added 7.33 g (38.8 mmol) 2-phenylcyclohexanone oxime (Chem. Ber., 55, 3664 (1922)) and 25 ml pyridine. The solution was cooled to 0° C., and 9.61 g (50.4 mmol) p-toluenesulfonyl chloride was added. The reaction was allowed to stir overnight as the ice melted, and then poured into water. Excess chloride was skimmed off the surface, and the reaction mixture was stirred at pH 4 for 3 hours. The precipitate was filtered, washed with water,... The reactants are CO, CCOC(C)=O, Fc1cc(Oc2ccccc2)ccc1COC1CCCCO1, O, Cc1ccc(S(=O)(=O)O)cc1. Product: OCc1ccc(Oc2ccccc2)cc1F. RXN SMILES: [CH3:23][OH:24].[CH3:37][CH2:38][O:39][C:40]([CH3:41])=[O:42].[F:1][c:2]1[c:3]([CH2:4][O:5][CH:6]2[CH2:7][CH2:8][CH2:9][CH2:10][O:11]2)[cH:12][cH:13][c:14]([O:16][c:17]2[cH:18][cH:19][cH:20][cH:21][cH:22]2)[cH:15]1.[OH2:25].[c:26]1([CH3:27])[cH:28][cH:29][c:30]([S:31]([OH:32])(=[O:33])=[O:34])[cH:35][cH:36]1>>[F:1][c:2]1[c:3]([CH2:4][OH:5])[cH:12][cH:13][c:14]([O:16][c:17]2[cH:18][cH:19][cH:20][cH:21][cH:22]2)[cH:15]1.